From a dataset of the Open Reaction Database (ORD), a public repository of structured organic reaction records. describe an organic reaction: reactants, conditions, products, and yield Starting materials: C1CCOC1, COc1ccc(-c2ccc(C)c(CC(=O)[O-])n2)cc1. Yields the product COc1ccc(-c2ccc(C)c(CCO)n2)cc1. RXN SMILES: [CH2:20]1[O:21][CH2:22][CH2:23][CH2:24]1.[CH3:1][O:2][c:3]1[cH:4][cH:5][c:6](-[c:9]2[cH:10][cH:11][c:12]([CH3:19])[c:13]([CH2:15][C:16](=[O:17])[O-:18])[n:14]2)[cH:7][cH:8]1>>[CH3:1][O:2][c:3]1[cH:4][cH:5][c:6](-[c:9]2[cH:10][cH:11][c:12]([CH3:19])[c:13]([CH2:15][CH2:16][OH:17])[n:14]2)[cH:7][cH:8]1. Starting materials: COC1=CC=C(C=C1)NC1=NC=CC(=N1)C=1C=NC=CC1 (N-(4-methoxyphenyl)-4-(3-pyridinyl)-2-pyrimidinamine). Solvent: Br (hydrobromic acid). Conditions: time 8 hour. Yields the product N1=CC(=CC=C1)C1=NC(=NC=C1)NC1=CC=C(C=C1)O (4-[[4-(3-Pyridinyl)-2-pyrimidinyl]amino]phenol). As a reaction SMILES: C[O:2][C:3]1[CH:8]=[CH:7][C:6]([NH:9][C:10]2[N:15]=[C:14]([C:16]3[CH:17]=[N:18][CH:19]=[CH:20][CH:21]=3)[CH:13]=[CH:12][N:11]=2)=[CH:5][CH:4]=1>Br>[N:18]1[CH:19]=[CH:20][CH:21]=[C:16]([C:14]2[CH:13]=[CH:12][N:11]=[C:10]([NH:9][C:6]3[CH:7]=[CH:8][C:3]([OH:2])=[CH:4][CH:5]=3)[N:15]=2)[CH:17]=1. Procedure: A 25.0 g portion of N-(4-methoxyphenyl)-4-(3-pyridinyl)-2-pyrimidinamine was dissolved in 200 ml of 48% hydrobromic acid and stirred overnight under an argon atmosphere. The mixture was then heated on a steam bath for 7 hours, cooled overnight and evaporated at 60° C. The residue was basified with 200 ml of saturated potassium bicarbonate solution and stirred for 1.5 hours. The solid was collected, washed with water, dried and recrystallized from hot absolute ethanol, giving 19.1 g of the desire... Reported procedure: A solution of lithium bis(trimethylsilyl)amide (1.40 mL, 1.40 mmol) was added dropwise to a stirred solution of (S)-3-ethoxy-2-hydroxy-N-(5-methylpyrazin-2-yl)propanamide (Intermediate H1) (315 mg, 1.40 mmol) in THF (15 mL) over a period of 3 minutes under nitrogen. The resulting suspension was stirred at ambient temperature for 10 minutes and then a solution of 4-chloro-1-(3-chloropyridin-2-yl)-1H-pyrazolo[3,4-d]pyrimidine (Intermediate B15) (372 mg, 1.40 mmol) in anhydrous THF (3 mL) added dro... Run in CCOC(=O)C (EtOAc), C1CCOC1 (THF), C1CCOC1 (THF). Isolated yield 51.8%. Product: ClC=1C(=NC=CC1)N1N=CC=2C(=NC=NC21)O[C@H](C(=O)NC2=NC=C(N=C2)C)COCC ((2S)-2-[1-(3-chloropyridin-2-yl)pyrazolo[4,5-e]pyrimidin-4-yl]oxy-3-ethoxy-N-(5-methylpyrazin-2-yl)propanamide). Reactants: C[Si](C)(C)[N-][Si](C)(C)C.[Li+] (lithium bis(trimethylsilyl)amide), C(C)OC[C@@H](C(=O)NC1=NC=C(N=C1)C)O ((S)-3-ethoxy-2-hydroxy-N-(5-methylpyrazin-2-yl)propanamide), ClC1=C2C(=NC=N1)N(N=C2)C2=NC=CC=C2Cl (4-Chloro-1-(3-chloropyridin-2-yl)-1H-pyrazolo[3,4-d]pyrimidine), ClC1=C2C(=NC=N1)N(N=C2)C2=NC=CC=C2Cl (4-Chloro-1-(3-chloropyridin-2-yl)-1H-pyrazolo[3,4-d]pyrimidine). As a reaction SMILES: C[Si]([N-][Si](C)(C)C)(C)C.[Li+].[CH2:11]([O:13][CH2:14][C@H:15]([OH:26])[C:16]([NH:18][C:19]1[CH:24]=[N:23][C:22]([CH3:25])=[CH:21][N:20]=1)=[O:17])[CH3:12].Cl[C:28]1[N:33]=[CH:32][N:31]=[C:30]2[N:34]([C:37]3[C:42]([Cl:43])=[CH:41][CH:40]=[CH:39][N:38]=3)[N:35]=[CH:36][C:29]=12>C1COCC1.CCOC(C)=O>[Cl:43][C:42]1[C:37]([N:34]2[C:30]3[N:31]=[CH:32][N:33]=[C:28]([O:26][C@@H:15]([CH2:14][O:13][CH2:11][CH3:12])[C:16]([NH:18][C:19]4[CH:24]=[N:23][C:22]([CH3:25])=[CH:21][N:20]=4)=[O:17])[C:29]=3[CH:36]=[N:35]2)=[N:38][CH:39]=[CH:40][CH:41]=1 |f:0.1|. Run at time 10 minute. Reactants: Cl (HCl), C(C)(C)(C)OC(=O)N1CC2CN(CC(C1)O2)CCN(S(=O)(=O)C)CCOC2=CC=C(C=C2)C#N (7-(2-{[2-(4-Cyanophenoxy)ethyl]methanesulfonylamino}ethyl)-9-oxa-3,7-diazabicyclo[3.3.1]nonane-3-carboxylic acid tert-butyl ester). Solvent: O1CCOCC1 (dioxane), O1CCOCC1 (dioxane). Conditions: time 1 hour. Yields the product C(#N)C1=CC=C(OCCN(S(=O)(=O)C)CCN2CC3CNCC(C2)O3)C=C1 (N-[2-(4-Cyanophenoxy)ethyl]-N-[2-(9-oxa-3,7-diazabicyclo[3.3.1]non-3-yl)ethyl]methanesulfonamide). RXN SMILES: Cl.C(OC([N:9]1[CH2:16][CH:15]2[O:17][CH:11]([CH2:12][N:13]([CH2:18][CH2:19][N:20]([CH2:25][CH2:26][O:27][C:28]3[CH:33]=[CH:32][C:31]([C:34]#[N:35])=[CH:30][CH:29]=3)[S:21]([CH3:24])(=[O:23])=[O:22])[CH2:14]2)[CH2:10]1)=O)(C)(C)C>O1CCOCC1>[C:34]([C:31]1[CH:30]=[CH:29][C:28]([O:27][CH2:26][CH2:25][N:20]([CH2:19][CH2:18][N:13]2[CH2:14][CH:15]3[O:17][CH:11]([CH2:10][NH:9][CH2:16]3)[CH2:12]2)[S:21]([CH3:24])(=[O:23])=[O:22])=[CH:33][CH:32]=1)#[N:35]. Reported procedure: To a saturated solution of HCl(g) in dioxane (100 mL) was added 7-(2-{[2-(4-cyanophenoxy)ethyl]methanesulfonylamino}ethyl)-9-oxa-3,7-diaza-bicyclo[3.3.1]nonane-3-carboxylic acid tert-butyl ester (3.5 g, 0.0070 mol; see step (i) above), after which the reaction was stirred for 1 h. On completion of the reaction (as determined by TLC), dioxane was decanted and product (semi-solid) dissolved in methanol (25 mL). After concentrating the methanol, dry ether (50 mL) was added and the solvent was again... Starting materials: FC=1C=C(CBr)C=CC1 (3-fluorobenzyl bromide), FC(C=1C=C2C=C(NC2=CC1)C(=O)OCC)(F)F (ethyl 5-trifluoromethyl-1H-indole-2-carboxylate), [H-].[Na+] (sodium hydride), FC=1C=C(CBr)C=CC1 (3-fluorobenzyl bromide). Reaction conditions: time 2 hour. The solvent is CN(C=O)C (dimethylformamide), CN(C=O)C (dimethylformamide), CN(C=O)C (dimethylformamide). Product: FC(C=1C=C2C=C(N(C2=CC1)CC1=CC(=CC=C1)F)C(=O)OCC)(F)F (Ethyl 5-trifluoromethyl-1-[(3-fluorophenyl)methyl]-1H-indole-2-carboxylate). Yield: 67.0%. Reaction SMILES: [F:1][C:2]([F:18])([F:17])[C:3]1[CH:4]=[C:5]2[C:9](=[CH:10][CH:11]=1)[NH:8][C:7]([C:12]([O:14][CH2:15][CH3:16])=[O:13])=[CH:6]2.[H-].[Na+].[F:21][C:22]1[CH:23]=[C:24]([CH:27]=[CH:28][CH:29]=1)[CH2:25]Br>CN(C)C=O>[F:18][C:2]([F:17])([F:1])[C:3]1[CH:4]=[C:5]2[C:9](=[CH:10][CH:11]=1)[N:8]([CH2:25][C:24]1[CH:27]=[CH:28][CH:29]=[C:22]([F:21])[CH:23]=1)[C:7]([C:12]([O:14][CH2:15][CH3:16])=[O:13])=[CH:6]2 |f:1.2|. Procedure: A solution of 2.88 g (11.2 mmol) of ethyl 5-trifluoromethyl-1H-indole-2-carboxylate (obtained by Fisher indole synthesis from 4-(trifluoromethyl)phenylhydrazine) in 50 ml of dimethylformamide is added dropwise to a suspension of 0.58 g (14.56 mmol) of sodium hydride in 5 ml of dimethylformamide cooled in an ice bath. The mixture is stirred for 2 hours at room temperature and a solution of 2.54 g (13.44 mmol) of 3-fluorobenzyl bromide in 20 ml of dimethylformamide is then added. Stirring is conti... Starting materials: CCOC(=O)CCN(C)C(=O)c1ccc(NC(CC(C)C)c2cc(-c3ccccc3)oc2C)cc1, CCO, [Li+], C1CCOC1, [OH-]. Yields the product Cc1oc(-c2ccccc2)cc1C(CC(C)C)Nc1ccc(C(=O)N(C)CCC(=O)O)cc1. As a reaction SMILES: [CH3:1][N:2]([CH2:3][CH2:4][C:5](=[O:6])[O:7][CH2:8][CH3:9])[C:10](=[O:11])[c:12]1[cH:13][cH:14][c:15]([NH:18][CH:19]([CH2:20][CH:21]([CH3:22])[CH3:23])[c:24]2[c:25]([CH3:35])[o:26][c:27](-[c:29]3[cH:30][cH:31][cH:32][cH:33][cH:34]3)[cH:28]2)[cH:16][cH:17]1.[CH3:43][CH2:44][OH:45].[Li+:41].[O:36]1[CH2:37][CH2:38][CH2:39][CH2:40]1.[OH-:42]>>[CH3:1][N:2]([CH2:3][CH2:4][C:5](=[O:6])[OH:7])[C:10](=[O:11])[c:12]1[cH:13][cH:14][c:15]([NH:18][CH:19]([CH2:20][CH:21]([CH3:22])[CH3:23])[c:24]2[c:25]([CH3:35])[o:26][c:27](-[c:29]3[cH:30][cH:31][cH:32][cH:33][cH:34]3)[cH:28]2)[cH:16][cH:17]1. Reactants: [BH4-], CCO, C=C(C)C(C(=O)OC(C)(C)C)C1(CC(C)C)CCN(Cc2ccccc2)C1=O, N#N, [Na+], O=[O+][O-]. The product is CC(C)CC1(C(CCO)C(=O)OC(C)(C)C)CCN(Cc2ccccc2)C1=O. As a reaction SMILES: [BH4-:34].[CH3:36][CH2:37][OH:38].[CH3:4][CH:5]([CH2:6][C:7]1([CH:20]([C:21](=[O:22])[O:23][C:24]([CH3:25])([CH3:26])[CH3:27])[C:28](=[CH2:29])[CH3:30])[C:8](=[O:19])[N:9]([CH2:12][c:13]2[cH:14][cH:15][cH:16][cH:17][cH:18]2)[CH2:10][CH2:11]1)[CH3:31].[N:32]#[N:33].[Na+:35].[O-:1][O+:2]=[O:3]>>[OH:1][CH2:29][CH2:28][CH:20]([C:7]1([CH2:6][CH:5]([CH3:4])[CH3:31])[C:8](=[O:19])[N:9]([CH2:12][c:13]2[cH:14][cH:15][cH:16][cH:17][cH:18]2)[CH2:10][CH2:11]1)[C:21](=[O:22])[O:23][C:24]([CH3:25])([CH3:26])[CH3:27].